describe an organic reaction: reactants, conditions, products, and yield From a dataset of the Open Reaction Database (ORD), a public repository of structured organic reaction records. The reactants are BrC1=CC=C(C=C1)C1(CCC1)C(=O)N1C[C@]2(CC1)OC(C1=C2C=CC=C1)=O ((1R)-1′-{[1-(4-bromophenyl)cyclobutyl]carbonyl}-3H-spiro[2-benzofuran-1,3′-pyrrolidin]-3-one), O1C(NCC1)=O (oxazolidin-2-one), C1(=CC=CC=C1)C (toluene), C(C)(C)(C)P(C(C)(C)C)C(C)(C)C (tri-tert-butylphosphine), C([O-])([O-])=O.[Cs+].[Cs+] (cesium carbonate). The reagents and catalysts are C=1C=CC(=CC1)/C=C/C(=O)/C=C/C2=CC=CC=C2.C=1C=CC(=CC1)/C=C/C(=O)/C=C/C2=CC=CC=C2.C=1C=CC(=CC1)/C=C/C(=O)/C=C/C2=CC=CC=C2.[Pd].[Pd] (tris(dibenzylidene acetone)dipalladium(0)). Conditions: temperature 50 celsius. Yields the product O=C1OCCN1C1=CC=C(C=C1)C1(CCC1)C(=O)N1C[C@]2(CC1)OC(C1=C2C=CC=C1)=O ((1R)-1′-({1-[4-(2-Oxo-1,3-oxazolidin-3-yl)phenyl]cyclobutyl}carbonyl)-3H-spiro[2-benzofuran-1,3′-pyrrolidin]-3-one). As a reaction SMILES: Br[C:2]1[CH:7]=[CH:6][C:5]([C:8]2([C:12]([N:14]3[CH2:18][CH2:17][C@@:16]4([C:22]5[CH:23]=[CH:24][CH:25]=[CH:26][C:21]=5[C:20](=[O:27])[O:19]4)[CH2:15]3)=[O:13])[CH2:11][CH2:10][CH2:9]2)=[CH:4][CH:3]=1.[O:28]1[CH2:32][CH2:31][NH:30][C:29]1=[O:33].C1(C)C=CC=CC=1.C(P(C(C)(C)C)C(C)(C)C)(C)(C)C.C(=O)([O-])[O-].[Cs+].[Cs+]>C1C=CC(/C=C/C(/C=C/C2C=CC=CC=2)=O)=CC=1.C1C=CC(/C=C/C(/C=C/C2C=CC=CC=2)=O)=CC=1.C1C=CC(/C=C/C(/C=C/C2C=CC=CC=2)=O)=CC=1.[Pd].[Pd]>[O:33]=[C:29]1[N:30]([C:2]2[CH:7]=[CH:6][C:5]([C:8]3([C:12]([N:14]4[CH2:18][CH2:17][C@@:16]5([C:22]6[CH:23]=[CH:24][CH:25]=[CH:26][C:21]=6[C:20](=[O:27])[O:19]5)[CH2:15]4)=[O:13])[CH2:11][CH2:10][CH2:9]3)=[CH:4][CH:3]=2)[CH2:31][CH2:32][O:28]1 |f:4.5.6,7.8.9.10.11|. Procedure details: To a solution of (1R)-1′-{[1-(4-bromophenyl)cyclobutyl]carbonyl}-3H-spiro[2-benzofuran-1,3′-pyrrolidin]-3-one (20.7 mg, 0.0000485 mol) and oxazolidin-2-one (12.7 mg, 0.000146 mol) in freshly distilled toluene (0.34 mL, 0.0032 mol), were added tris(dibenzylidene acetone)dipalladium(0) (4.4 mg, 0.0000048 mol), tri-tert-butylphosphine (2.0 mg, 0.0000097 mol) and cesium carbonate (15.8 mg, 0.0000485 mol), and the mixture was heated to 50° C. overnight. The reaction mixture then was cooled to rt, fil... Starting materials: O=C([O-])[O-], CCOC(C)=O, CC#N, [Cs+], [Cs+], O=[N+]([O-])c1ccccc1F, COC(=O)c1cc(F)ccc1O. Product: COC(=O)c1cc(F)ccc1Oc1ccccc1[N+](=O)[O-]. Reaction SMILES: [C:23](=[O:24])([O-:25])[O-:26].[CH3:29][CH2:30][O:31][C:32](=[O:33])[CH3:34].[CH3:35][C:36]#[N:37].[Cs+:27].[Cs+:28].[F:13][c:14]1[c:15]([N+:20](=[O:21])[O-:22])[cH:16][cH:17][cH:18][cH:19]1.[F:1][c:2]1[cH:3][cH:4][c:5]([OH:12])[c:6]([C:7](=[O:8])[O:9][CH3:10])[cH:11]1>>[F:1][c:2]1[cH:3][cH:4][c:5]([O:12][c:14]2[c:15]([N+:20](=[O:21])[O-:22])[cH:16][cH:17][cH:18][cH:19]2)[c:6]([C:7](=[O:8])[O:9][CH3:10])[cH:11]1. RXN SMILES: [C:33].[CH3:30][CH2:31][OH:32].[F:1][c:2]1[cH:3][cH:4][c:5]([N:8]2[C:9](=[O:27])[C:10]([CH3:25])([CH3:26])[O:11][c:12]3[c:13]2[c:14]([CH:23]=[CH2:24])[cH:15][c:16]([NH:18][S:19](=[O:20])(=[O:21])[CH3:22])[cH:17]3)[cH:6][cH:7]1.[H:28][H:29].[Pd:34]>>[F:1][c:2]1[cH:3][cH:4][c:5]([N:8]2[C:9](=[O:27])[C:10]([CH3:25])([CH3:26])[O:11][c:12]3[c:13]2[c:14]([CH2:23][CH3:24])[cH:15][c:16]([NH:18][S:19](=[O:20])(=[O:21])[CH3:22])[cH:17]3)[cH:6][cH:7]1. Reactants: C, CCO, C=Cc1cc(NS(C)(=O)=O)cc2c1N(c1ccc(F)cc1)C(=O)C(C)(C)O2, [H][H], [Pd]. The product is CCc1cc(NS(C)(=O)=O)cc2c1N(c1ccc(F)cc1)C(=O)C(C)(C)O2. Run in C(C)O (ethanol). Reactants: C(C)OC(C(CC1=CC=C(C=C1)OCCC1N(C(N(C1)CC1=CC(=CC=C1)OC)=O)C)(C)OCCCC)=O (2-Butoxy-3-(4-{2-[1-(3-methoxy-benzyl)-3-methyl-2-oxo-imidazolidin-4-yl]-ethoxy}-phenyl)-2-methyl-propionic acid ethyl ester), [OH-].[Na+] (NaOH). Reported procedure: A solution of 2-Butoxy-3-(4-{2-[1-(3-methoxy-benzyl)-3-methyl-2-oxo-imidazolidin-4-yl]-ethoxy}-phenyl)-2-methyl-propionic acid ethyl ester and 5N NaOH (0.3 mL) in ethanol (3 mL) is refluxed under nitrogen for 1 h, cooled to ambient temperature, and concentrated in vacuo. The residue is diluted with 1N HCl, extracted, dried, concentrated, and purified by LCMS to provide the title compound. 1H NMR (400 MHz, CDCl3): δ 7.22 (t, 1H, J=8.0 Hz), 7.07 (d, 2H, J=8.5 Hz), 6.83-6.79 (m, 3H), 6.72 (d, 2H, J... Product: C(CCC)OC(C(=O)O)(CC1=CC=C(C=C1)OCCC1N(C(N(C1)CC1=CC(=CC=C1)OC)=O)C)C (2-Butoxy-3-(4-{2-[1-(3-methoxy-benzyl)-3-methyl-2-oxo-imidazolidin-4-yl]-ethoxy}-phenyl)-2-methyl-propionic acid). RXN SMILES: C([O:3][C:4](=[O:38])[C:5]([O:33][CH2:34][CH2:35][CH2:36][CH3:37])([CH3:32])[CH2:6][C:7]1[CH:12]=[CH:11][C:10]([O:13][CH2:14][CH2:15][CH:16]2[CH2:20][N:19]([CH2:21][C:22]3[CH:27]=[CH:26][CH:25]=[C:24]([O:28][CH3:29])[CH:23]=3)[C:18](=[O:30])[N:17]2[CH3:31])=[CH:9][CH:8]=1)C.[OH-].[Na+]>C(O)C>[CH2:34]([O:33][C:5]([CH3:32])([CH2:6][C:7]1[CH:12]=[CH:11][C:10]([O:13][CH2:14][CH2:15][CH:16]2[CH2:20][N:19]([CH2:21][C:22]3[CH:27]=[CH:26][CH:25]=[C:24]([O:28][CH3:29])[CH:23]=3)[C:18](=[O:30])[N:17]2[CH3:31])=[CH:9][CH:8]=1)[C:4]([OH:38])=[O:3])[CH2:35][CH2:36][CH3:37] |f:1.2|. Reactants: O=C(O)COc1c(C(=O)O)sc(Br)c1Br, CO, [Na+], O=C([O-])O, O=S(=O)(O)O. Yields the product COC(=O)COc1c(C(=O)O)sc(Br)c1Br. As a reaction SMILES: [Br:1][c:2]1[c:3]([O:11][CH2:12][C:13](=[O:14])[OH:15])[c:4]([C:8](=[O:9])[OH:10])[s:5][c:6]1[Br:7].[CH3:26][OH:27].[Na+:25].[O-:21][C:22]([OH:23])=[O:24].[S:16](=[O:17])(=[O:18])([OH:19])[OH:20]>>[Br:1][c:2]1[c:3]([O:11][CH2:12][C:13](=[O:14])[O:15][CH3:22])[c:4]([C:8](=[O:9])[OH:10])[s:5][c:6]1[Br:7]. The reactants are C(C)(C)(C)OC([C@H](C)NC(=O)C1=NN(C(=C1)OCC(=O)N1[C@@H](CCC1)C(NC1CCC1)=O)C1=CC=CC=C1)=O ((S)-2-({5-[2-((S)-2-Cyclobutylcarbamoyl-pyrrolidin-1-yl)-2-oxo-ethoxy]-1-phenyl-1H-pyrazole-3-carbonyl}-amino)-propionic acid tert-butyl ester), C(=O)(C(F)(F)F)O (TFA). Solvent: ClCCl (dichloromethane). Run at time 6 hour. The product is C1(CCC1)NC(=O)[C@H]1N(CCC1)C(COC1=CC(=NN1C1=CC=CC=C1)C(=O)N[C@H](C(=O)O)C)=O ((S)-2-({5-[2-((S)-2-Cyclobutylcarbamoyl-pyrrolidin-1-yl)-2-oxo-ethoxy]-1-phenyl-1H-pyrazole-3-carbonyl}-amino)-propionic acid). RXN SMILES: C([O:5][C:6](=[O:39])[C@@H:7]([NH:9][C:10]([C:12]1[CH:16]=[C:15]([O:17][CH2:18][C:19]([N:21]2[CH2:25][CH2:24][CH2:23][C@H:22]2[C:26](=[O:32])[NH:27][CH:28]2[CH2:31][CH2:30][CH2:29]2)=[O:20])[N:14]([C:33]2[CH:38]=[CH:37][CH:36]=[CH:35][CH:34]=2)[N:13]=1)=[O:11])[CH3:8])(C)(C)C.C(O)(C(F)(F)F)=O>ClCCl>[CH:28]1([NH:27][C:26]([C@@H:22]2[CH2:23][CH2:24][CH2:25][N:21]2[C:19](=[O:20])[CH2:18][O:17][C:15]2[N:14]([C:33]3[CH:38]=[CH:37][CH:36]=[CH:35][CH:34]=3)[N:13]=[C:12]([C:10]([NH:9][C@@H:7]([CH3:8])[C:6]([OH:39])=[O:5])=[O:11])[CH:16]=2)=[O:32])[CH2:29][CH2:30][CH2:31]1. Procedure details: To a solution of 634 mg (S)-2-({5-[2-((S)-2-Cyclobutylcarbamoyl-pyrrolidin-1-yl)-2-oxo-ethoxy]-1-phenyl-1H-pyrazole-3-carbonyl}-amino)-propionic acid tert-butyl ester in 5 ml dichloromethane were added 0.8 ml TFA. After stirring for 6 h it was concentrated and codistilled twice with toluene to give the crude product. Yield: 905 mg The reactants are CC(C)(O)c1ccc2c(c1)C(=CCCBr)c1cccnc1CO2, CC(C)O, [I-], [K+], OC1(c2ccccc2)CCNCC1, Cc1cccc(C)n1. The product is CC(C)(O)c1ccc2c(c1)C(=CCCN1CCC(O)(c3ccccc3)CC1)c1cccnc1CO2. RXN SMILES: [Br:24][CH2:25][CH2:26][CH:27]=[C:28]1[c:29]2[c:30]([cH:39][cH:40][c:41]([C:43]([CH3:44])([CH3:45])[OH:46])[cH:42]2)[O:31][CH2:32][c:33]2[c:34]1[cH:35][cH:36][cH:37][n:38]2.[CH:47]([OH:48])([CH3:49])[CH3:50].[I-:23].[K+:22].[c:1]1([C:7]2([OH:13])[CH2:8][CH2:9][NH:10][CH2:11][CH2:12]2)[cH:2][cH:3][cH:4][cH:5][cH:6]1.[n:14]1[c:15]([CH3:16])[cH:17][cH:18][cH:19][c:20]1[CH3:21]>>[c:1]1([C:7]2([OH:13])[CH2:8][CH2:9][N:10]([CH2:25][CH2:26][CH:27]=[C:28]3[c:29]4[c:30]([cH:39][cH:40][c:41]([C:43]([CH3:44])([CH3:45])[OH:46])[cH:42]4)[O:31][CH2:32][c:33]4[c:34]3[cH:35][cH:36][cH:37][n:38]4)[CH2:11][CH2:12]2)[cH:2][cH:3][cH:4][cH:5][cH:6]1. Reactants: CCC(Br)c1[nH]c2cc(C(=O)OC)ccc2c1C(=O)C(C)C, CCN(C(C)C)C(C)C, ClCCCl. Yields the product CC=Cc1[nH]c2cc(C(=O)OC)ccc2c1C(=O)C(C)C. Reaction SMILES: [Br:1][CH:2]([CH2:3][CH3:4])[c:5]1[nH:6][c:7]2[cH:8][c:9]([C:19](=[O:20])[O:21][CH3:22])[cH:10][cH:11][c:12]2[c:13]1[C:14]([CH:15]([CH3:16])[CH3:17])=[O:18].[CH:23]([N:24]([CH2:25][CH3:26])[CH:27]([CH3:28])[CH3:29])([CH3:30])[CH3:31].[Cl:32][CH2:33][CH2:34][Cl:35]>>[CH:2](=[CH:3][CH3:4])[c:5]1[nH:6][c:7]2[cH:8][c:9]([C:19](=[O:20])[O:21][CH3:22])[cH:10][cH:11][c:12]2[c:13]1[C:14]([CH:15]([CH3:16])[CH3:17])=[O:18]. Reactants: Cl.C(C)(C)(C)C1=CC=C(C=C1)S(=O)(=O)NC1=C(C=C(C=C1)Cl)C1=NN=CN1[C@@H]1CNCC1 (4-tert-butyl-N-[4-chloro-2-((S)-4-pyrrolidin-3-yl-4H-[1,2,4]triazol-3-yl)phenyl]-benzenesulfonamide hydrochloride), N1=CC=CC=C1 (pyridine), CS(=O)(=O)Cl (methanesulfonyl chloride), resultant solution. Solvent: C1CCOC1 (THF). Reaction conditions: temperature 0 celsius, time 8 hour. Product: C(C)(C)(C)C1=CC=C(C=C1)S(=O)(=O)NC1=C(C=C(C=C1)Cl)C1=NN=CN1[C@@H]1CN(CC1)S(=O)(=O)C (4-tert-Butyl-N-{4-chloro-2-[(S)-4-(1-methanesulfonyl-pyrrolidin-3-yl)-4H-[1,2,4]triazol-3-yl]-phenyl}-benzenesulfonamide). Yield: 67.3%. Reaction SMILES: Cl.[C:2]([C:6]1[CH:11]=[CH:10][C:9]([S:12]([NH:15][C:16]2[CH:21]=[CH:20][C:19]([Cl:22])=[CH:18][C:17]=2[C:23]2[N:27]([C@H:28]3[CH2:32][CH2:31][NH:30][CH2:29]3)[CH:26]=[N:25][N:24]=2)(=[O:14])=[O:13])=[CH:8][CH:7]=1)([CH3:5])([CH3:4])[CH3:3].N1C=CC=CC=1.[CH3:39][S:40](Cl)(=[O:42])=[O:41]>C1COCC1>[C:2]([C:6]1[CH:11]=[CH:10][C:9]([S:12]([NH:15][C:16]2[CH:21]=[CH:20][C:19]([Cl:22])=[CH:18][C:17]=2[C:23]2[N:27]([C@H:28]3[CH2:32][CH2:31][N:30]([S:40]([CH3:39])(=[O:42])=[O:41])[CH2:29]3)[CH:26]=[N:25][N:24]=2)(=[O:13])=[O:14])=[CH:8][CH:7]=1)([CH3:5])([CH3:3])[CH3:4] |f:0.1|. Procedure: To 4-tert-butyl-N-[4-chloro-2-((S)-4-pyrrolidin-3-yl-4H-[1,2,4]triazol-3-yl)phenyl]-benzenesulfonamide hydrochloride (0.25 g, 0.505 mmol) in THF (8 mL) was added pyridine (0.60 mL, 7.4 mmol). The resultant solution was stirred for 20 minutes at room temperature. The reaction mixture was subsequently cooled to 0° C., methanesulfonyl chloride (0.595 mL, 7.6 mmol) was added, and the mixture was stirred overnight at room temperature. The following day, the volatiles were evaporated and the resultant... Reactants: Cc1cccc(N)c1C, O=C1CCC(=O)N1Cl, CN(C)C=O. The product is Cc1ccc(Cl)c(N)c1C. RXN SMILES: [CH3:9][c:10]1[c:11]([NH2:12])[cH:13][cH:14][cH:15][c:16]1[CH3:17].[Cl:1][N:2]1[C:3](=[O:4])[CH2:5][CH2:6][C:7]1=[O:8].[O:18]=[CH:19][N:20]([CH3:21])[CH3:22]>>[Cl:1][c:13]1[c:11]([NH2:12])[c:10]([CH3:9])[c:16]([CH3:17])[cH:15][cH:14]1.